This data is from the Open Reaction Database (ORD), a public repository of structured organic reaction records. The task is: describe an organic reaction: reactants, conditions, products, and yield Starting materials: O (H2O), COC1=CC(=CC=2CC[C@H]3[C@@H]4CCC([C@@]4(C)CC[C@@H]3C12)=O)OC (1,3-dimethoxyestra-1,3,5(10)-trien-17-one), [H-].C(C)(C)(C)O[Al](OC(C)(C)C)OC(C)(C)C.[Li+] (lithium tri-t-butoxyaluminum hydride). Run in O1CCCC1 (tetrahydrofuran), O1CCCC1 (tetrahydrofuran). The product is COC1=CC(=CC=2CC[C@H]3[C@@H]4CC[C@@H]([C@@]4(C)CC[C@@H]3C12)O)OC (1,3-dimethoxy-17β-hydroxyestra-1,3,5(10)-triene). As a reaction SMILES: [CH3:1][O:2][C:3]1[C:20]2[C@@H:19]3[C@H:10]([C@H:11]4[C@@:15]([CH2:17][CH2:18]3)([CH3:16])[C:14](=[O:21])[CH2:13][CH2:12]4)[CH2:9][CH2:8][C:7]=2[CH:6]=[C:5]([O:22][CH3:23])[CH:4]=1.[H-].C(O[Al](OC(C)(C)C)OC(C)(C)C)(C)(C)C.[Li+].O>O1CCCC1>[CH3:1][O:2][C:3]1[C:20]2[C@@H:19]3[C@H:10]([C@H:11]4[C@@:15]([CH2:17][CH2:18]3)([CH3:16])[C@@H:14]([OH:21])[CH2:13][CH2:12]4)[CH2:9][CH2:8][C:7]=2[CH:6]=[C:5]([O:22][CH3:23])[CH:4]=1 |f:1.2.3|. Procedure: A solution of 1,3-dimethoxyestra-1,3,5(10)-trien-17-one (2.0 g, 6.4 mM) in 10 ml of anhydrous tetrahydrofuran is added dropwise to a well-stirred suspension of lithium tri-t-butoxyaluminum hydride (4.86 g, 19 mM) in 40 ml of anhydrous tetrahydrofuran at 0°. The suspension is maintained at 0° for 1 hr, warmed to 40° for 1/2 hr, cooled to room temperature and poured into 200 ml of cold H2O. The basic aqueous solution is extracted with 3 × 50 ml of ether and 3 × 50 ml of methylene chloride. The com... Starting materials: ClC1=CC=C(C=C1)C#C (4-chlorophenylacetylene), FC1=CC=C(CS)C=C1 (4-fluorobenzyl mercaptan), [Na] (sodium). Yields the product ClC1=CC=C(\C=C/C(C2=CC=C(C=C2)F)SC(C2=CC=C(C=C2)F)\C=C/C2=CC=C(C=C2)Cl)C=C1 ((Z)-4-chlorostyryl 4-fluorobenzylsulfide). Reported procedure: A solution of 4-chlorophenylacetylene (0.02 mol) and 4-fluorobenzyl mercaptan (0.02 mol) and metallic sodium (0.02 g atom) was subjected to Procedure 2 to form (Z)-4-chlorostyryl 4-fluorobenzylsulfide. The title compound was obtained in 82% yield following oxidation. 1HNMR (CDC13) δ4.60 (2H, s), 6.70 (1H, d, JH,H=11.78), 7.18-7.60 (8H aromatic+1H ethylenic). As a reaction SMILES: [Cl:1][C:2]1[CH:7]=[CH:6][C:5]([C:8]#[CH:9])=[CH:4][CH:3]=1.[F:10][C:11]1[CH:18]=[CH:17][C:14]([CH2:15][SH:16])=[CH:13][CH:12]=1.[Na]>>[Cl:1][C:2]1[CH:7]=[CH:6][C:5](/[CH:8]=[CH:9]\[CH:15]([S:16][CH:15](/[CH:9]=[CH:8]\[C:5]2[CH:6]=[CH:7][C:2]([Cl:1])=[CH:3][CH:4]=2)[C:14]2[CH:17]=[CH:18][C:11]([F:10])=[CH:12][CH:13]=2)[C:14]2[CH:17]=[CH:18][C:11]([F:10])=[CH:12][CH:13]=2)=[CH:4][CH:3]=1 |^1:18|. The reactants are C(C)(C)(C)[Si](OCCC=1N=C(OC1C)C1=CC=C(OCC2=NC=CC=C2)C=C1)(C1=CC=CC=C1)C1=CC=CC=C1 (2-(4-{4-[2-(tert-Butyl-diphenyl-silanyloxy)-ethyl]-5-methyl-oxazol-2-yl}-phenoxymethyl)-pyridine), CCCC[N+](CCCC)(CCCC)CCCC.[F-] (TBAF). Solvent: C1CCOC1 (THF), C1CCOC1 (THF). Conditions: time 2 hour. Product: CC1=C(N=C(O1)C1=CC=C(C=C1)OCC1=NC=CC=C1)CCO (2-{5-Methyl-2-[4-(pyridin-2-ylmethoxy)-phenyl]-oxazol-4-yl}-ethanol). Isolated yield 97.0%. RXN SMILES: C([Si](C1C=CC=CC=1)(C1C=CC=CC=1)[O:6][CH2:7][CH2:8][C:9]1[N:10]=[C:11]([C:15]2[CH:28]=[CH:27][C:18]([O:19][CH2:20][C:21]3[CH:26]=[CH:25][CH:24]=[CH:23][N:22]=3)=[CH:17][CH:16]=2)[O:12][C:13]=1[CH3:14])(C)(C)C.CCCC[N+](CCCC)(CCCC)CCCC.[F-]>C1COCC1>[CH3:14][C:13]1[O:12][C:11]([C:15]2[CH:28]=[CH:27][C:18]([O:19][CH2:20][C:21]3[CH:26]=[CH:25][CH:24]=[CH:23][N:22]=3)=[CH:17][CH:16]=2)=[N:10][C:9]=1[CH2:8][CH2:7][OH:6] |f:1.2|. Procedure: To a mixture of 2-(4-{4-[2-(tert-Butyl-diphenyl-silanyloxy)-ethyl]-5-methyl-oxazol-2-yl}-phenoxymethyl)-pyridine (0.97 g, 1.76 mmol) in THF (20 mL) at 0° C. is added a solution of TBAF in THF (1.0 M, 1.76 mL). The mixture is warmed to room temperature and stirred for 2 h. The mixture is partitioned between EtOAc and water. The aqueous phase is extracted with EtOAc (3×). The combined organic phase is washed with brine (2×), dried (Na2SO4), and concentrated. The residue is purified by flash chroma... The reactants are CCOC(=O)CCc1ccoc1C(=O)CC1CCC(c2cc(F)ccc2F)(S(=O)(=O)c2ccc(Cl)cc2)CC1, [Li+], C1CCOC1, [OH-], O. The product is O=C(O)CCc1ccoc1C(=O)CC1CCC(c2cc(F)ccc2F)(S(=O)(=O)c2ccc(Cl)cc2)CC1. RXN SMILES: [CH2:1]([CH3:2])[O:3][C:4]([CH2:5][CH2:6][c:7]1[c:8]([C:12]([CH2:13][CH:14]2[CH2:15][CH2:16][C:17]([c:20]3[c:21]([F:27])[cH:22][cH:23][c:24]([F:26])[cH:25]3)([S:28](=[O:29])(=[O:30])[c:31]3[cH:32][cH:33][c:34]([Cl:37])[cH:35][cH:36]3)[CH2:18][CH2:19]2)=[O:38])[o:9][cH:10][cH:11]1)=[O:39].[Li+:40].[O:42]1[CH2:43][CH2:44][CH2:45][CH2:46]1.[OH-:41].[OH2:47]>>[O:3]=[C:4]([CH2:5][CH2:6][c:7]1[c:8]([C:12]([CH2:13][CH:14]2[CH2:15][CH2:16][C:17]([c:20]3[c:21]([F:27])[cH:22][cH:23][c:24]([F:26])[cH:25]3)([S:28](=[O:29])(=[O:30])[c:31]3[cH:32][cH:33][c:34]([Cl:37])[cH:35][cH:36]3)[CH2:18][CH2:19]2)=[O:38])[o:9][cH:10][cH:11]1)[OH:39]. The reactants are CN1CCOCC1, CCOC(C)=O, CC(C)O, CCC(N)c1ccccc1, N#CN=C(Nc1cccnc1)Oc1ccccc1. The product is CCC(NC(=NC#N)Nc1cccnc1)c1ccccc1. As a reaction SMILES: [CH3:29][N:30]1[CH2:31][CH2:32][O:33][CH2:34][CH2:35]1.[CH3:40][CH2:41][O:42][C:43]([CH3:44])=[O:45].[CH:36]([OH:37])([CH3:38])[CH3:39].[c:19]1([CH:25]([CH2:26][CH3:27])[NH2:28])[cH:20][cH:21][cH:22][cH:23][cH:24]1.[n:1]1[cH:2][c:3]([NH:7][C:8]([O:9][c:10]2[cH:11][cH:12][cH:13][cH:14][cH:15]2)=[N:16][C:17]#[N:18])[cH:4][cH:5][cH:6]1>>[n:1]1[cH:2][c:3]([NH:7][C:8](=[N:16][C:17]#[N:18])[NH:28][CH:25]([c:19]2[cH:20][cH:21][cH:22][cH:23][cH:24]2)[CH2:26][CH3:27])[cH:4][cH:5][cH:6]1. Starting materials: phenanthrolines, C1(N=NC=C2C3=CC=CC=C3C=C12)=O (diazafluorenone), C1=CC=NC2=CC=C3N=CC=CC3=C12 (4,7-phenanthroline). Yields the product COC1=C2N=CC=CC2=C2C=CC=NC2=C1 (5-methoxy-4,7-phenanthroline). As a reaction SMILES: [C:1]1(=[O:14])C2C(C3C(C=2)=CC=CC=3)=CN=N1.[CH:15]1[C:28]2[C:19](=[CH:20][CH:21]=[C:22]3[C:27]=2[CH:26]=[CH:25][CH:24]=[N:23]3)[N:18]=[CH:17][CH:16]=1>>[CH3:1][O:14][C:20]1[CH:21]=[C:22]2[C:27]([CH:26]=[CH:25][CH:24]=[N:23]2)=[C:28]2[C:19]=1[N:18]=[CH:17][CH:16]=[CH:15]2. Procedure: Some phenanthrolines are very reluctant to undergo the usual basic oxidative rearrangement to the corresponding diazafluorenone. This is true of 4,7-phenanthroline, for instance. In this case, one uses 2-methoxyparaphenylenediamine in a double Skraup synthesis to produce the enolether, 5-methoxy-4,7-phenanthroline (150). Reaction of it with concentrated sulfuric acid and fuming nitric acid yields 4,7-phenanthrolin-5,6-quinone (151). The quinone undergoes oxidative rearrangement to produce 1,8-di... Run at temperature 90 celsius. Reactants: C(#N)C=1C=C(C=CC1F)CC(=O)OC(C)(C)C (tert-butyl 2-(3-cyano-4-fluorophenyl)acetate), ClC1=CC=C(CCNC(=O)C=2C=C3C=NNC3=CC2)C=C1 (N-(4-chlorophenethyl)-1H-indazole-5-carboxamide), C(=O)([O-])[O-].[K+].[K+] (K2CO3). RXN SMILES: [C:1]([C:3]1[CH:4]=[C:5]([CH2:10][C:11]([O:13][C:14]([CH3:17])([CH3:16])[CH3:15])=[O:12])[CH:6]=[CH:7][C:8]=1F)#[N:2].[Cl:18][C:19]1[CH:38]=[CH:37][C:22]([CH2:23][CH2:24][NH:25][C:26]([C:28]2[CH:29]=[C:30]3[C:34](=[CH:35][CH:36]=2)[NH:33][N:32]=[CH:31]3)=[O:27])=[CH:21][CH:20]=1.C([O-])([O-])=O.[K+].[K+]>CS(C)=O.CCOC(C)=O.C(=O)([O-])[O-].[Na+].[Na+]>[Cl:18][C:19]1[CH:20]=[CH:21][C:22]([CH2:23][CH2:24][NH:25][C:26]([C:28]2[CH:29]=[C:30]3[C:34](=[CH:35][CH:36]=2)[N:33]([C:8]2[CH:7]=[CH:6][C:5]([CH2:10][C:11]([O:13][C:14]([CH3:17])([CH3:16])[CH3:15])=[O:12])=[CH:4][C:3]=2[C:1]#[N:2])[N:32]=[CH:31]3)=[O:27])=[CH:37][CH:38]=1 |f:2.3.4,7.8.9|. Product: ClC1=CC=C(CCNC(=O)C=2C=C3C=NN(C3=CC2)C2=C(C=C(C=C2)CC(=O)OC(C)(C)C)C#N)C=C1 (tert-butyl 2-(4-(5-((4-chlorophenethyl)carbamoyl)-1H-indazol-1-yl)-3-cyanophenyl)acetate). Procedure details: To a stirred solution of tert-butyl 2-(3-cyano-4-fluorophenyl)acetate (110 mg, 0.468 mmol) and N-(4-chlorophenethyl)-1H-indazole-5-carboxamide (168 mg, 0.561 mmol) in DMSO (2 ml) was added K2CO3 (77.5 mg, 0.561 mmol). The reaction was heated to 90° C. overnight via an oil bath. The reaction was diluted with EtOAc and 10% aqueous sodium carbonate. The aqueous phase was extracted with EtOAc and the combined organic layers were washed with brine, dried over MgSO4, and concentrated. The crude produc... The solvent is CCOC(=O)C (EtOAc), C([O-])([O-])=O.[Na+].[Na+] (sodium carbonate), CS(=O)C (DMSO). Isolated yield 22.0%. The reactants are O1C(OCC1)C1=C(OC=C1)C(=O)N1CC=2NC3=CC=CC=C3C2C[C@@H]1C(=O)NC ((R)-2-(3-(1,3-dioxolan-2-yl)furan-2-carbonyl)-N-methyl-2,3,4,9-tetrahydro-1H-pyrido[3,4-b]indole-3-carboxamide), CC=1C=CC(=CC1)S(=O)(=O)O (TsOH). Run in CC(=O)C (acetone). Conditions: time 3 hour. Yields the product C(=O)C1=C(OC=C1)C(=O)N1CC=2NC3=CC=CC=C3C2C[C@@H]1C(=O)NC ((R)-2-(3-formylfuran-2-carbonyl)-N-methyl-2,3,4,9-tetrahydro-1H-pyrido[3,4-b]indole-3-carboxamide). Isolated yield 92.1%. RXN SMILES: [O:1]1CCO[CH:2]1[C:6]1[CH:10]=[CH:9][O:8][C:7]=1[C:11]([N:13]1[C@@H:25]([C:26]([NH:28][CH3:29])=[O:27])[CH2:24][C:23]2[C:22]3[C:17](=[CH:18][CH:19]=[CH:20][CH:21]=3)[NH:16][C:15]=2[CH2:14]1)=[O:12].CC1C=CC(S(O)(=O)=O)=CC=1>CC(C)=O>[CH:2]([C:6]1[CH:10]=[CH:9][O:8][C:7]=1[C:11]([N:13]1[C@@H:25]([C:26]([NH:28][CH3:29])=[O:27])[CH2:24][C:23]2[C:22]3[C:17](=[CH:18][CH:19]=[CH:20][CH:21]=3)[NH:16][C:15]=2[CH2:14]1)=[O:12])=[O:1]. Reported procedure: To a solution of product (6-A) (2.2 g, 5.56 mmol) in acetone (20 ml) was added TsOH (191 mg, 1.11 mmol), and the solution was stirred at ambient temperature for 3 h. The reaction was quenched by saturated NaHCO3 (20 mL) and extracted with ethyl acetate (50 mL×2). The combined organic layers were washed with brine (50 mL), dried over Na2SO4, and concentrated and purified by CC (DCM:MeOH=300:1 to 100:1) to give product (7-A) (1.8 g, 92%) as a brown solid. LC-MS (M+H)+=352.